This data is from the Open Reaction Database (ORD), a public repository of structured organic reaction records. The task is: describe an organic reaction: reactants, conditions, products, and yield Procedure details: With the procedure of Example 1, the reaction of benzylamine with 4-chloro-2-(pyridin-4-yl)-6-ethyl-thieno-[2,3-d]-pyrimidine yields 2-(pyridin-4-yl)-4-benzylamino-6-ethyl-thieno-[2,3-d]-pyrimidine. Reaction SMILES: [CH2:1]([NH2:8])[C:2]1[CH:7]=[CH:6][CH:5]=[CH:4][CH:3]=1.Cl[C:10]1[C:11]2[CH:24]=[C:23]([CH2:25][CH3:26])[S:22][C:12]=2[N:13]=[C:14]([C:16]2[CH:21]=[CH:20][N:19]=[CH:18][CH:17]=2)[N:15]=1>>[N:19]1[CH:18]=[CH:17][C:16]([C:14]2[N:15]=[C:10]([NH:8][CH2:1][C:2]3[CH:7]=[CH:6][CH:5]=[CH:4][CH:3]=3)[C:11]3[CH:24]=[C:23]([CH2:25][CH3:26])[S:22][C:12]=3[N:13]=2)=[CH:21][CH:20]=1. The reactants are C(C1=CC=CC=C1)N (benzylamine), ClC=1C2=C(N=C(N1)C1=CC=NC=C1)SC(=C2)CC (4-chloro-2-(pyridin-4-yl)-6-ethyl-thieno-[2,3-d]-pyrimidine). Product: N1=CC=C(C=C1)C=1N=C(C2=C(N1)SC(=C2)CC)NCC2=CC=CC=C2 (2-(pyridin-4-yl)-4-benzylamino-6-ethyl-thieno-[2,3-d]-pyrimidine). Reaction SMILES: S(Cl)([Cl:3])=O.[NH2:5][C@@H:6]([C:14]([OH:16])=[O:15])[CH2:7][C:8]1[CH:13]=[CH:12][CH:11]=[CH:10][CH:9]=1.N.[CH3:18]O>>[ClH:3].[CH3:18][O:15][C:14](=[O:16])[C@@H:6]([CH2:7][C:8]1[CH:13]=[CH:12][CH:11]=[CH:10][CH:9]=1)[NH2:5] |f:4.5|. Starting materials: S(=O)(Cl)Cl (thionyl Chloride), CO (methanol), N[C@H](CC1=CC=CC=C1)C(=O)O (D-Phenyl alanine), N (ammonia). Reported procedure: To a chilled solution of methanol (500 ml), was charged thionyl Chloride (50 ml, 0.681 moles) at 5° C.±3° C. under nitrogen atmosphere. D-Phenyl alanine (50 grams, 0.301 moles) was added at 5° C.±3° C. and further stirred for 30 minutes. The temperature was raised to 25° C. The reaction mass was further stirred for 12 hours and concentrated at 50° C. under reduced pressure to obtain residue. Basified with aqueous ammonia, extracted with dichloromethane (250 ml×2), dried over sodium sulphate and ... Reaction conditions: temperature 25 celsius, time 30 minute. The product is Cl.COC([C@H](N)CC1=CC=CC=C1)=O (D-phenyl alanine methyl ester hydrochloride). Starting materials: CCOC(=O)c1csc(N(C(=O)c2ccccc2Cl)c2ccc(Cl)cc2)n1, CC(=O)O, Cl, C1COCCO1. Product: O=C(O)c1csc(N(C(=O)c2ccccc2Cl)c2ccc(Cl)cc2)n1. As a reaction SMILES: [CH2:1]([CH3:2])[O:3][C:4](=[O:5])[c:6]1[n:7][c:8]([N:11]([c:12]2[cH:13][cH:14][c:15]([Cl:18])[cH:16][cH:17]2)[C:19]([c:20]2[c:21]([Cl:26])[cH:22][cH:23][cH:24][cH:25]2)=[O:27])[s:9][cH:10]1.[CH3:28][C:29](=[O:30])[OH:31].[ClH:32].[O:33]1[CH2:34][CH2:35][O:36][CH2:37][CH2:38]1>>[O:3]=[C:4]([OH:5])[c:6]1[n:7][c:8]([N:11]([c:12]2[cH:13][cH:14][c:15]([Cl:18])[cH:16][cH:17]2)[C:19]([c:20]2[c:21]([Cl:26])[cH:22][cH:23][cH:24][cH:25]2)=[O:27])[s:9][cH:10]1. Starting materials: C1CN2CCN1CC2, CCOCC, [Li]CCCC, Fc1cccnc1, CN(C)C=O, O. Product: O=Cc1ncccc1F. RXN SMILES: [CH2:1]1[N:2]2[CH2:3][CH2:4][N:5]([CH2:6][CH2:7]2)[CH2:8]1.[CH3:26][CH2:27][O:28][CH2:29][CH3:30].[CH3:9][CH2:10][CH2:11][CH2:12][Li:13].[F:14][c:15]1[cH:16][n:17][cH:18][cH:19][cH:20]1.[O:21]=[CH:22][N:23]([CH3:24])[CH3:25].[OH2:31]>>[F:14][c:15]1[c:16]([CH:22]=[O:21])[n:17][cH:18][cH:19][cH:20]1. The reactants are CC(=O)O, CCOC(C)=O, CC=Cc1cc(Oc2ccccc2Cl)ccc1O, O=[O+][O-]. The product is O=Cc1cc(Oc2ccccc2Cl)ccc1O. As a reaction SMILES: [CH3:22][C:23](=[O:24])[OH:25].[CH3:26][CH2:27][O:28][C:29](=[O:30])[CH3:31].[CH:4](=[CH:5][CH3:6])[c:7]1[c:8]([OH:21])[cH:9][cH:10][c:11]([O:13][c:14]2[c:15]([Cl:20])[cH:16][cH:17][cH:18][cH:19]2)[cH:12]1.[O-:1][O+:2]=[O:3]>>[O:1]=[CH:4][c:7]1[c:8]([OH:21])[cH:9][cH:10][c:11]([O:13][c:14]2[c:15]([Cl:20])[cH:16][cH:17][cH:18][cH:19]2)[cH:12]1. The reactants are CCC(C)(C)Cc1cn(S(=O)(=O)N(C)C)c(C(Cc2ccc(Br)cc2)NC(C)=O)n1, C1COCCO1, CC(C)(C)[O-], C[Si](C)(C)CCOCn1ncc2c1NCCC2, c1ccc(-c2ccccc2P(C2CCCCC2)C2CCCCC2)cc1, [Na+], CC(=O)[O-], CC(=O)[O-], O, [Pd+2]. The product is CCC(C)(C)Cc1cn(S(=O)(=O)N(C)C)c(C(Cc2ccc(N3CCCc4cnn(COCC[Si](C)(C)C)c43)cc2)NC(C)=O)n1. RXN SMILES: [Br:1][c:2]1[cH:3][cH:4][c:5]([CH2:8][CH:9]([c:10]2[n:11]([S:21](=[O:22])(=[O:23])[N:24]([CH3:25])[CH3:26])[cH:12][c:13]([CH2:15][C:16]([CH2:17][CH3:18])([CH3:19])[CH3:20])[n:14]2)[NH:27][C:28]([CH3:29])=[O:30])[cH:6][cH:7]1.[CH2:79]1[O:80][CH2:81][CH2:82][O:83][CH2:84]1.[CH3:31][C:32]([CH3:33])([O-:34])[CH3:35].[CH3:37][Si:38]([CH2:39][CH2:40][O:41][CH2:42][n:43]1[n:44][cH:45][c:46]2[c:47]1[NH:48][CH2:49][CH2:50][CH2:51]2)([CH3:52])[CH3:53].[CH:54]1([P:55]([CH:56]2[CH2:57][CH2:58][CH2:59][CH2:60][CH2:61]2)[c:62]2[cH:63][cH:64][cH:65][cH:66][c:67]2-[c:68]2[cH:69][cH:70][cH:71][cH:72][cH:73]2)[CH2:74][CH2:75][CH2:76][CH2:77][CH2:78]1.[Na+:36].[O-:87][C:88]([CH3:89])=[O:90].[O-:91][C:92]([CH3:93])=[O:94].[OH2:85].[Pd+2:86]>>[c:2]1([N:48]2[c:47]3[n:43]([CH2:42][O:41][CH2:40][CH2:39][Si:38]([CH3:37])([CH3:52])[CH3:53])[n:44][cH:45][c:46]3[CH2:51][CH2:50][CH2:49]2)[cH:3][cH:4][c:5]([CH2:8][CH:9]([c:10]2[n:11]([S:21](=[O:22])(=[O:23])[N:24]([CH3:25])[CH3:26])[cH:12][c:13]([CH2:15][C:16]([CH2:17][CH3:18])([CH3:19])[CH3:20])[n:14]2)[NH:27][C:28]([CH3:29])=[O:30])[cH:6][cH:7]1. Starting materials: Cl (HCl), [Li+].[OH-] (LiOH), O (water), O1COC2=C1C=CC(=C2)CNC(CCN(CC(=O)OCC)C2=NC(=NC(=C2)C)N2C=NC=C2)C (2-[[3-[(1,3-benzodioxol-5-ylmethyl)amino](methyl)propyl][2-(1H-imidazol-1-yl)-6-methyl-4-pyrimidinyl]amino]acetic acid, ethyl ester), C1CCOC1 (THF). Conditions: time 16 hour. Yields the product O1COC2=C1C=CC(=C2)CN(CCCN(CC(=O)O)C2=NC(=NC(=C2)C)N2C=NC=C2)C (2-[[3-[(1,3-benzodioxol-5-ylmethyl)(methyl)amino]propyl][2-(1H-imidazol-1-yl)-6-methyl-4-pyrimidinyl]amino]acetic acid). RXN SMILES: [O:1]1[C:5]2[CH:6]=[CH:7][C:8]([CH2:10][NH:11][CH:12](C)[CH2:13][CH2:14][N:15]([C:22]3[CH:27]=[C:26]([CH3:28])[N:25]=[C:24]([N:29]4[CH:33]=[CH:32][N:31]=[CH:30]4)[N:23]=3)[CH2:16][C:17]([O:19]CC)=[O:18])=[CH:9][C:4]=2[O:3][CH2:2]1.[Li+].[OH-].O.Cl.[CH2:39]1COCC1>>[O:1]1[C:5]2[CH:6]=[CH:7][C:8]([CH2:10][N:11]([CH3:39])[CH2:12][CH2:13][CH2:14][N:15]([C:22]3[CH:27]=[C:26]([CH3:28])[N:25]=[C:24]([N:29]4[CH:33]=[CH:32][N:31]=[CH:30]4)[N:23]=3)[CH2:16][C:17]([OH:19])=[O:18])=[CH:9][C:4]=2[O:3][CH2:2]1 |f:1.2|. Reported procedure: To 2-[[3-[(1,3-benzodioxol-5-ylmethyl)amino](methyl)propyl][2-(1H-imidazol-1-yl)-6-methyl-4-pyrimidinyl]amino]acetic acid, ethyl ester (2.2 g, 4.6 mmol) (a compound of formula (Yc10)) dissolved in THF (50 mL) was added LiOH (0.34 g, 8.1 mmol) and water (10 mL). After stirring for 16 hours, the solvent was removed in vacuo and 1 N HCl (8.1 mL, 8.1 mmol) was added. The solvent was removed in vacuo to give 2-[[3-[(1,3-benzodioxol-5-ylmethyl)(methyl)amino]propyl][2-(1H-imidazol-1-yl)-6-methyl-4-pyri... Starting materials: CCn1c(=O)c2c(c3ccccc31)c1cc(Cl)ccc1n2CC#N, CN(C)C=O, CCO, C1CCOC1. Yields the product CCn1c(=O)c2c(c3ccccc31)c1cc(Cl)ccc1n2CCN. Reaction SMILES: [C:1](#[N:2])[CH2:3][n:4]1[c:5]2[cH:6][cH:7][c:8]([Cl:24])[cH:9][c:10]2[c:11]2[c:12]1[c:13](=[O:23])[n:14]([CH2:21][CH3:22])[c:15]1[cH:16][cH:17][cH:18][cH:19][c:20]21.[CH3:25][N:26]([CH3:27])[CH:28]=[O:29].[CH3:35][CH2:36][OH:37].[O:30]1[CH2:31][CH2:32][CH2:33][CH2:34]1>>[CH2:1]([NH2:2])[CH2:3][n:4]1[c:5]2[cH:6][cH:7][c:8]([Cl:24])[cH:9][c:10]2[c:11]2[c:12]1[c:13](=[O:23])[n:14]([CH2:21][CH3:22])[c:15]1[cH:16][cH:17][cH:18][cH:19][c:20]21. Reactants: O(C1=CC=CC=C1)C1=CC=C2NC=C(CCN)C2=C1 (5-phenoxytryptamine), O(C1=CC=CC=C1)C=1C=C(C=O)C=CC1 (3-phenoxybenzaldehyde), [BH4-].[Na+] (NaBH4). The solvent is ClCCl.O (dichloromethane water), CO (methanol). Product: O(C1=CC=CC=C1)C=1C=C2C(=CNC2=CC1)CCNCC1=CC(=CC=C1)OC1=CC=CC=C1 (2-(5-Phenoxy-1H-indol-3-yl)ethyl-3-phenoxybenzylamine). As a reaction SMILES: [O:1]([C:8]1[CH:19]=[C:18]2[C:11]([NH:12][CH:13]=[C:14]2[CH2:15][CH2:16][NH2:17])=[CH:10][CH:9]=1)[C:2]1[CH:7]=[CH:6][CH:5]=[CH:4][CH:3]=1.[O:20]([C:27]1[CH:28]=[C:29]([CH:32]=[CH:33][CH:34]=1)[CH:30]=O)[C:21]1[CH:26]=[CH:25][CH:24]=[CH:23][CH:22]=1.[BH4-].[Na+]>CO.ClCCl.O>[O:1]([C:8]1[CH:19]=[C:18]2[C:11](=[CH:10][CH:9]=1)[NH:12][CH:13]=[C:14]2[CH2:15][CH2:16][NH:17][CH2:30][C:29]1[CH:32]=[CH:33][CH:34]=[C:27]([O:20][C:21]2[CH:26]=[CH:25][CH:24]=[CH:23][CH:22]=2)[CH:28]=1)[C:2]1[CH:7]=[CH:6][CH:5]=[CH:4][CH:3]=1 |f:2.3,5.6|. Procedure: Combine 5-phenoxytryptamine (0.400 g, 1,59 mmol), 3-phenoxybenzaldehyde (0.377 g, 1.90 mmol) and molecular sieves 4 Å (0.40 g) in methanol (15 mL) and stir for 4 h. Filter and wash the molecular sieves several times with MeOH. Add NaBH4 (61.5 mg, 1.59 mmol) in portions to the filtrate and stir at room temperature for 1 h. Remove the MeOH under vacuum to give a residue, dilute the residue with dichloromethane/water, separate the layers, extract the aqueous layer with dichloromethane, combine the ... The reactants are Cl.OC1[C@H](N)[C@@H](O)[C@H](O)[C@H](O1)CO (glucosamine hydrochloride), S(=O)(=O)([O-])[O-].[Mg+2] (magnesium sulfate). Solvent: O (water). Product: [Cl-].[Mg+2].S(=O)(=O)([O-])O.OC1[C@H](N)[C@@H](O)[C@H](O)[C@H](O1)CO (glucosamine sulfate magnesium chloride). RXN SMILES: [ClH:1].[OH:2][CH:3]1[O:11][C@H:10]([CH2:12][OH:13])[C@@H:8]([OH:9])[C@H:6]([OH:7])[C@H:4]1[NH2:5].[S:14]([O-:18])([O-:17])(=[O:16])=[O:15].[Mg+2:19]>O>[Cl-:1].[Mg+2:19].[S:14]([OH:18])([O-:17])(=[O:16])=[O:15].[OH:2][CH:3]1[O:11][C@H:10]([CH2:12][OH:13])[C@@H:8]([OH:9])[C@H:6]([OH:7])[C@H:4]1[NH2:5] |f:0.1,2.3,5.6.7.8|. Procedure details: Example 1 was repeated using 1655 g of purified water, 431.5 g (2 moles) of glucosamine hydrochloride and 120.3 g (1 mole) of magnesium sulfate instead of the sodium sulfate. After freeze drying, glucosamine sulfate magnesium chloride was obtained as a white powder in a yield of 530 g (96% of theoretical).